Dataset: the Open Reaction Database (ORD), a public repository of structured organic reaction records. Task: describe an organic reaction: reactants, conditions, products, and yield Starting materials: C(C)(C)(C)C1CCC(CC1)=O (4-tert-butylcyclohexanone), N (ammonia). The reagents and catalysts are [Ni] (Raney nickel). Yields the product C(C)(C)(C)C1CCC(CC1)N (4-tert-butylcyclohexylamine). Reaction SMILES: [C:1]([CH:5]1[CH2:10][CH2:9][C:8](=O)[CH2:7][CH2:6]1)([CH3:4])([CH3:3])[CH3:2].[NH3:12]>[Ni]>[C:1]([CH:5]1[CH2:10][CH2:9][CH:8]([NH2:12])[CH2:7][CH2:6]1)([CH3:4])([CH3:3])[CH3:2]. Procedure details: 312 g of 4-tert-butylcyclohexanone in 500 ml of ammonia-saturated methanol were hydrogenated at 100° C. and 100 bar in the presence of 10 g of Raney nickel. The catalyst was filtered off, the mixture was concentrated, and the crude product was purified on a thin-layer evaporator (105°/0.5 mm). 303 g of colorless liquid were obtained. The product is an isomer mixture in which the cis-cyclohexylamine derivative prevails. ##STR11##